Dataset: the Open Reaction Database (ORD), a public repository of structured organic reaction records. Task: describe an organic reaction: reactants, conditions, products, and yield Procedure: The title compound was prepared as a white solid from reaction of N-azetidin-3-yl-2-(5-trifluoromethyl-1H-indazol-3-ylamino)-acetamide (as prepared in Example 41, Step A) and 4-isopropyl-cyclohexanone using the procedure described in Step E of Example 1. The product is C(C)(C)C1CCC(CC1)N1CC(C1)NC(CNC1=NNC2=CC=C(C=C12)C(F)(F)F)=O (N-[1-(4-Isopropyl-cyclohexyl)-azetidin-3-yl]-2-(5-trifluoromethyl-1H-indazol-3-ylamino)-acet amide). Reactants: N1CC(C1)NC(CNC1=NNC2=CC=C(C=C12)C(F)(F)F)=O (N-Azetidin-3-yl-2-(5-trifluoromethyl-1H-indazol-3-ylamino)-acetamide), C(C)(C)C1CCC(CC1)=O (4-isopropyl-cyclohexanone). Reaction SMILES: [NH:1]1[CH2:4][CH:3]([NH:5][C:6](=[O:22])[CH2:7][NH:8][C:9]2[C:17]3[C:12](=[CH:13][CH:14]=[C:15]([C:18]([F:21])([F:20])[F:19])[CH:16]=3)[NH:11][N:10]=2)[CH2:2]1.[CH:23]([CH:26]1[CH2:31][CH2:30][C:29](=O)[CH2:28][CH2:27]1)([CH3:25])[CH3:24]>>[CH:23]([CH:26]1[CH2:31][CH2:30][CH:29]([N:1]2[CH2:2][CH:3]([NH:5][C:6](=[O:22])[CH2:7][NH:8][C:9]3[C:17]4[C:12](=[CH:13][CH:14]=[C:15]([C:18]([F:20])([F:19])[F:21])[CH:16]=4)[NH:11][N:10]=3)[CH2:4]2)[CH2:28][CH2:27]1)([CH3:25])[CH3:24].